This data is from the Open Reaction Database (ORD), a public repository of structured organic reaction records. The task is: describe an organic reaction: reactants, conditions, products, and yield Reactants: CC1=C(C=C(C(=O)OC)C=C1)C=1C=C2C=NN=C(C2=CC1)C1=C(C=C(C=C1)S(=O)(=O)C(F)(F)F)C (methyl 4-methyl-3-(1-(2-methyl-4-(trifluoromethylsulfonyl)phenyl)phthalazin-6-yl)benzoate), [OH-].[Na+] (NaOH), Cl (HCl). The solvent is 2/1, C1CCOC1.CO (THF MeOH). Reaction conditions: time 8 hour. Product: CC1=C(C=C(C(=O)O)C=C1)C=1C=C2C=NN=C(C2=CC1)C1=C(C=C(C=C1)S(=O)(=O)C(F)(F)F)C (4-methyl-3-(1-(2-methyl-4-(trifluoromethylsulfonyl)phenyl)phthalazin-6-yl)benzoic acid). Yield: 70.2%. As a reaction SMILES: [CH3:1][C:2]1[CH:11]=[CH:10][C:5]([C:6]([O:8]C)=[O:7])=[CH:4][C:3]=1[C:12]1[CH:13]=[C:14]2[C:19](=[CH:20][CH:21]=1)[C:18]([C:22]1[CH:27]=[CH:26][C:25]([S:28]([C:31]([F:34])([F:33])[F:32])(=[O:30])=[O:29])=[CH:24][C:23]=1[CH3:35])=[N:17][N:16]=[CH:15]2.[OH-].[Na+].Cl>C1COCC1.CO>[CH3:1][C:2]1[CH:11]=[CH:10][C:5]([C:6]([OH:8])=[O:7])=[CH:4][C:3]=1[C:12]1[CH:13]=[C:14]2[C:19](=[CH:20][CH:21]=1)[C:18]([C:22]1[CH:27]=[CH:26][C:25]([S:28]([C:31]([F:33])([F:32])[F:34])(=[O:30])=[O:29])=[CH:24][C:23]=1[CH3:35])=[N:17][N:16]=[CH:15]2 |f:1.2,4.5|. Procedure details: To a solution of methyl 4-methyl-3-(1-(2-methyl-4-(trifluoromethylsulfonyl)phenyl)phthalazin-6-yl)benzoate (120 mg, 0.24 mmol) in 3 mL of 2/1 THF/MeOH was added NaOH (30 mg, 0.72 mmol) at RT. After 8 h, the mixture was acidified with 2M HCl and extracted with DCM (3×). The combined DCM layers were washed with brine, dried and concentrated to afford the 4-methyl-3-(1-(2-methyl-4-(trifluoromethylsulfonyl)phenyl)phthalazin-6-yl)benzoic acid (82 mg) as a tan solid. The crude acid was used in the nex... Reactants: CC(C)(C)Cn1c(Cc2ccc(NS(C)(=O)=O)cc2)cc2cnc(C#N)nc21, O=C([O-])[O-], CI, [K+], [K+], CN(C)C=O. Yields the product CN(c1ccc(Cc2cc3cnc(C#N)nc3n2CC(C)(C)C)cc1)S(C)(=O)=O. As a reaction SMILES: [C:1](#[N:2])[c:3]1[n:4][cH:5][c:6]2[c:7]([n:8]1)[n:9]([CH2:24][C:25]([CH3:26])([CH3:27])[CH3:28])[c:10]([CH2:12][c:13]1[cH:14][cH:15][c:16]([NH:19][S:20](=[O:21])(=[O:22])[CH3:23])[cH:17][cH:18]1)[cH:11]2.[C:29](=[O:30])([O-:31])[O-:32].[CH3:35][I:36].[K+:33].[K+:34].[O:37]=[CH:38][N:39]([CH3:40])[CH3:41]>>[C:1](#[N:2])[c:3]1[n:4][cH:5][c:6]2[c:7]([n:8]1)[n:9]([CH2:24][C:25]([CH3:26])([CH3:27])[CH3:28])[c:10]([CH2:12][c:13]1[cH:14][cH:15][c:16]([N:19]([S:20](=[O:21])(=[O:22])[CH3:23])[CH3:29])[cH:17][cH:18]1)[cH:11]2.